This data is from the Open Reaction Database (ORD), a public repository of structured organic reaction records. The task is: describe an organic reaction: reactants, conditions, products, and yield Reactants: CC1=CN=C(C=2N1N=C(N2)C=CC2=NC(=NN2C)N(C)CC)C (5-(2-(5,8-dimethyl-[1,2,4]triazolo[1,5-a]pyrazin-2-yl)vinyl)-N-ethyl-N,1-dimethyl-1H-1,2,4-triazol-3-amine), C(Cl)Cl.CO (CH2Cl2 MeOH). Reagents/catalysts: [Pd] (palladium on carbon). The solvent is CO (methanol). Run at temperature 25 celsius, time 14 hour. Product: CC1=CN=C(C=2N1N=C(N2)CCC2=NC(=NN2C)N(C)CC)C ({5-[2-(5,8-Dimethyl-[1,2,4]triazolo[1,5-a]pyrazin-2-yl)-ethyl]-1-methyl-1H-[1,2,4]triazol-3-yl}-ethyl-methyl-amine). Yield: 49.7%. Reaction SMILES: [CH3:1][C:2]1[N:7]2[N:8]=[C:9]([CH:11]=[CH:12][C:13]3[N:17]([CH3:18])[N:16]=[C:15]([N:19]([CH2:21][CH3:22])[CH3:20])[N:14]=3)[N:10]=[C:6]2[C:5]([CH3:23])=[N:4][CH:3]=1.C(Cl)Cl.CO>[Pd].CO>[CH3:1][C:2]1[N:7]2[N:8]=[C:9]([CH2:11][CH2:12][C:13]3[N:17]([CH3:18])[N:16]=[C:15]([N:19]([CH2:21][CH3:22])[CH3:20])[N:14]=3)[N:10]=[C:6]2[C:5]([CH3:23])=[N:4][CH:3]=1 |f:1.2|. Reported procedure: A mixture of 5-(2-(5,8-dimethyl-[1,2,4]triazolo[1,5-a]pyrazin-2-yl)vinyl)-N-ethyl-N,1-dimethyl-1H-1,2,4-triazol-3-amine (7 mg, 22.4 μmol, Eq: 1.00) and palladium on carbon 10% (4.77 mg, 4.48 μmol, Eq: 0.2) in methanol (1 ml) was stirred for 14 hours at 25° C. under hydrogen atmosphere. TLC (CH2Cl2/MeOH 19:1/UV 254 nm) showed complete reaction (spot to spot). palladium was filtered off and the filtrate was evaporated and applied on silica gel. Purification by column chromatography over 10 g SiO2 ... Starting materials: ClCCl, CN(C)C=O, CC(C)(C)c1cc(C(=O)O)cc(C(C)(C)C)c1O, O=C(Cl)C(=O)Cl, NNC(N)=S, C1CCOC1. Product: CC(C)(C)c1cc(C(=O)NNC(N)=S)cc(C(C)(C)C)c1O. As a reaction SMILES: [CH2:30]([Cl:31])[Cl:32].[CH3:33][N:34]([CH3:35])[CH:36]=[O:37].[CH3:7][C:8]([CH3:9])([CH3:10])[c:11]1[cH:12][c:13]([C:14](=[O:15])[OH:16])[cH:17][c:18]([C:21]([CH3:22])([CH3:23])[CH3:24])[c:19]1[OH:20].[Cl:1][C:2]([C:3]([Cl:4])=[O:5])=[O:6].[NH2:25][NH:26][C:27](=[S:28])[NH2:29].[O:38]1[CH2:39][CH2:40][CH2:41][CH2:42]1>>[CH3:7][C:8]([CH3:9])([CH3:10])[c:11]1[cH:12][c:13]([C:14](=[O:15])[NH:25][NH:26][C:27](=[S:28])[NH2:29])[cH:17][c:18]([C:21]([CH3:22])([CH3:23])[CH3:24])[c:19]1[OH:20].